Dataset: the Open Reaction Database (ORD), a public repository of structured organic reaction records. Task: describe an organic reaction: reactants, conditions, products, and yield Reactants: CN(C)C=O, [H-], CCOC(=O)CCCCCI, [Na+], CC(=O)CNC(=O)c1ccc(C)cc1. Product: CCOC(=O)CCCCCC(NC(=O)c1ccc(C)cc1)C(C)=O. As a reaction SMILES: [CH3:28][N:29]([CH3:30])[CH:31]=[O:32].[H-:1].[I:17][CH2:18][CH2:19][CH2:20][CH2:21][CH2:22][C:23](=[O:24])[O:25][CH2:26][CH3:27].[Na+:2].[c:3]1([CH3:16])[cH:4][cH:5][c:6]([C:9](=[O:10])[NH:11][CH2:12][C:13]([CH3:14])=[O:15])[cH:7][cH:8]1>>[c:3]1([CH3:16])[cH:4][cH:5][c:6]([C:9](=[O:10])[NH:11][CH:12]([C:13]([CH3:14])=[O:15])[CH2:18][CH2:19][CH2:20][CH2:21][CH2:22][C:23](=[O:24])[O:25][CH2:26][CH3:27])[cH:7][cH:8]1. Starting materials: CC=1C(=NC(=CC1)CO)C1=NC=CC=C1 (3-methyl-6-hydroxymethyl-2,2'-bipyridine), Br (hydrobromic acid), C([O-])([O-])=O.[K+].[K+] (potassium carbonate). The solvent is O (water), C(C)OCC (diethyl ether), O (water). The product is CC=1C(=NC(=CC1)CBr)C1=NC=CC=C1 (3-methyl-6-bromomethyl-2,2'-bipyridine). As a reaction SMILES: [CH3:1][C:2]1[C:3]([C:10]2[CH:15]=[CH:14][CH:13]=[CH:12][N:11]=2)=[N:4][C:5]([CH2:8]O)=[CH:6][CH:7]=1.[BrH:16].C(=O)([O-])[O-].[K+].[K+]>O.C(OCC)C>[CH3:1][C:2]1[C:3]([C:10]2[CH:15]=[CH:14][CH:13]=[CH:12][N:11]=2)=[N:4][C:5]([CH2:8][Br:16])=[CH:6][CH:7]=1 |f:2.3.4|. Reported procedure: 0.9 g (4.5 mmols) of 3-methyl-6-hydroxymethyl-2,2'-bipyridine are boiled under reflux for 6 hours, together with 5 ml of 62% hydrobromic acid. After cooling, 10 ml of water and 20 ml of diethyl ether are added. The water phase is rendered alkaline with potassium carbonate, separated from the ether phase and washed with a further 10 ml of diethyl ether. The combined ether phases are dried over sodium sulfate and concentrated to dryness in vacuo (maximum bath temperature: 30° C.). 1.16 g (98% of t... Starting materials: C(CCC)C1=NC(=C(N1CC1=CC=C(C=C1)C1=C(C=CC=C1)C=1N=NN(N1)C(C)(C1=CC=CC=C1)C)CO)Cl ((2-butyl-5-chloro-3-{2′-[2-(1-methyl-1-phenyl-ethyl)-2H-tetrazol-5-yl]-biphenyl-4-ylmethyl}-3H-imidazol-4-yl)-methanol). The solvent is Cl (hydrochloric acid). Conditions: temperature 17.5 celsius. The product is CCCCC1=NC(=C(N1CC=2C=CC(=CC2)C=3C=CC=CC3C4=NNN=N4)CO)Cl (losartan). Isolated yield 94.6%. As a reaction SMILES: [CH2:1]([C:5]1[N:9]([CH2:10][C:11]2[CH:16]=[CH:15][C:14]([C:17]3[CH:22]=[CH:21][CH:20]=[CH:19][C:18]=3[C:23]3[N:24]=[N:25][N:26](C(C)(C4C=CC=CC=4)C)[N:27]=3)=[CH:13][CH:12]=2)[C:8]([CH2:37][OH:38])=[C:7]([Cl:39])[N:6]=1)[CH2:2][CH2:3][CH3:4]>Cl>[CH3:4][CH2:3][CH2:2][CH2:1][C:5]1[N:9]([CH2:10][C:11]2[CH:16]=[CH:15][C:14]([C:17]3[CH:22]=[CH:21][CH:20]=[CH:19][C:18]=3[C:23]3[N:27]=[N:26][NH:25][N:24]=3)=[CH:13][CH:12]=2)[C:8]([CH2:37][OH:38])=[C:7]([Cl:39])[N:6]=1. Procedure details: 10 g (0.02 moles) of (2-butyl-5-chloro-3-{2′-[2-(1-methyl-1-phenyl-ethyl)-2H-tetrazol-5-yl]-biphenyl-4-ylmethyl}-3H-imidazol-4-yl)-methanol are dissolved in 50 ml of 37% aqueous hydrochloric acid under stirring at a temperature of 15-20° C. The mixture is stirred for a further 4 h, then washed 3 times with 25 ml of toluene. The aqueous phase is poured into a solution of 55 g of sodium acetate in water, the formed precipitate is filtered, thoroughly washed with water and dried under vacuum at 70°... Isolated yield 109.2%. The reactants are COC=1C=C(C=CC1OC)C=C[N+](=O)[O-] (2-(3,4-dimethoxypheny)-nitroethene), solution, B (borane). Run in O1CCCC1 (tetrahydrofuran), O1CCCC1 (tetrahydrofuran). Reported procedure: In a 3 L flask, containing an argon atmosphere, fitted with a dropping funnel and condenser, was placed 800 mL of a 1.0 M solution of borane in tetrahydrofuran. To the stirred solution was added a solution of 33.47 grams of 2-(3,4-dimethoxypheny)-nitroethene in 800 ml of tetrahydrofuran, at such a rate (~3 hours) that the temperature of the solution in the flask did not exceed 35° C. The mixture was heated to reflux for 20 hours and then allowed to cool to room temperature. The excess borane was... Reaction SMILES: B.[CH3:2][O:3][C:4]1[CH:5]=[C:6]([CH:12]=[CH:13][N+:14]([O-])=O)[CH:7]=[CH:8][C:9]=1[O:10][CH3:11]>O1CCCC1>[CH2:13]([NH2:14])[CH2:12][C:6]1[CH:7]=[CH:8][C:9]([O:10][CH3:11])=[C:4]([O:3][CH3:2])[CH:5]=1. Product: neutral by-products, C(CC1=CC(OC)=C(OC)C=C1)N (homoveratrylamine). The reactants are C(C1=CC=CC=C1)OC1=C(N)C=C(C(=C1)[N+](=O)[O-])Cl (2-benzyloxy-5-chloro-4-nitroaniline), CCN=C=NCCCN(C)C (EDCI), COC=1C=C2C=C(NC2=C(C1OC)OC)C(=O)O (5,6,7-trimethoxyindole-2-carboxylic acid), C(C1=CC=CC=C1)OC=1C=C(C(=C2C(=C(NC12)C(=O)OC)C(=O)OC)CCCl)[N+](=O)[O-] (dimethyl 7-benzyloxy-4-(2-chloroethyl)-5-nitroindole-2,3-dicarboxylate). The reagents and catalysts are [Pd] (Pd/C). Run in C1CCOC1 (THF). Yields the product ClCCC1=C2C(=C(NC2=C(C=C1NC(=O)C=1NC2=C(C(=C(C=C2C1)OC)OC)OC)O)C(=O)OC)C(=O)OC (dimethyl 4-(2-chloroethyl)-7-hydroxy-5-(5,6,7-trimethoxyindole-2-carboxamido)indole-2,3-dicarboxylate). Yield: 19.9%. As a reaction SMILES: C([O:8][C:9]1[CH:10]=[C:11]([N+:29]([O-])=O)[C:12]([CH2:26][CH2:27][Cl:28])=[C:13]2[C:17]=1[NH:16][C:15]([C:18]([O:20][CH3:21])=[O:19])=[C:14]2[C:22]([O:24][CH3:25])=[O:23])C1C=CC=CC=1.C(OC1C=C([N+]([O-])=O)C(Cl)=CC=1N)C1C=CC=CC=1.CCN=C=NCCCN(C)C.[CH3:62][O:63][C:64]1[CH:65]=[C:66]2[C:70](=[C:71]([O:75][CH3:76])[C:72]=1[O:73][CH3:74])[NH:69][C:68]([C:77](O)=[O:78])=[CH:67]2>[Pd].C1COCC1>[Cl:28][CH2:27][CH2:26][C:12]1[C:11]([NH:29][C:77]([C:68]2[NH:69][C:70]3[C:66]([CH:67]=2)=[CH:65][C:64]([O:63][CH3:62])=[C:72]([O:73][CH3:74])[C:71]=3[O:75][CH3:76])=[O:78])=[CH:10][C:9]([OH:8])=[C:17]2[C:13]=1[C:14]([C:22]([O:24][CH3:25])=[O:23])=[C:15]([C:18]([O:20][CH3:21])=[O:19])[NH:16]2. Procedure: 10% Pd/C (0.035 g) was added to dimethyl 7-benzyloxy-4-(2-chloroethyl)-5-nitroindole-2,3-dicarboxylate (0.0718 g, 0.161 mmol) and chilled THF (5 mL) was added quickly to a flask. The mixture was placed under reduced pressure and purged three times with H2. The reaction was stirred under H2 at room temperature and atmospheric pressure until no starting material remained as indicated by TLC analysis. The solution was filtered through a Celite pad in a cinter funnel and washed with THF. The amine s... The reactants are C1(=CC=CC=C1)NS(=O)(=O)C(F)(F)F (N-phenyltrifluoromethanesulfonamide), C(C)(C)(C)OC(=O)N1CCC(CC1)=O (t-butyl-4-oxopiperidine-1-carboxylate), [Li+].CC(C)[N-]C(C)C (LDA). Reported procedure: A solution of t-butyl-4-oxopiperidine-1-carboxylate (6.50 g, 32.6 mmol) in THF (50 mL) was added dropwise to a stirred solution of LDA (24 mL, 35.8 mmol, 1.1 eq., 1.5 M in hexanes) in THF (50 mL) at −78° C. After stirring for 30 min, a solution of N-phenyltrifluoromethanesulfonamide (12.48 g, 35.0 mmol, 1.07 eq.) in THF was added. The reaction mixture was stirred under inert atmosphere for 6 h at 0° C. The reaction was concentrated in vacuo and filtered over a pad of alumina (hexanes/EtOAc 9:1) ... Yields the product C(C)(C)(C)OC(=O)N1CCC(=CC1)OS(=O)(=O)C(F)(F)F (4-Trifluoromethanesulfonyloxy-3,6-dihydro-2H-pyridine-1-carboxylic acid tert-butyl ester). RXN SMILES: [C:1]([O:5][C:6]([N:8]1[CH2:13][CH2:12][C:11](=[O:14])[CH2:10][CH2:9]1)=[O:7])([CH3:4])([CH3:3])[CH3:2].[Li+].CC([N-]C(C)C)C.C1(N[S:30]([C:33]([F:36])([F:35])[F:34])(=[O:32])=[O:31])C=CC=CC=1>C1COCC1>[C:1]([O:5][C:6]([N:8]1[CH2:9][CH:10]=[C:11]([O:14][S:30]([C:33]([F:36])([F:35])[F:34])(=[O:32])=[O:31])[CH2:12][CH2:13]1)=[O:7])([CH3:4])([CH3:2])[CH3:3] |f:1.2|. The solvent is C1CCOC1 (THF), C1CCOC1 (THF), C1CCOC1 (THF). Run at time 30 minute.